This data is from the Open Reaction Database (ORD), a public repository of structured organic reaction records. The task is: describe an organic reaction: reactants, conditions, products, and yield Reactants: C(C)N(C=1C=CC(=C(C1)C=1C=C(C(=O)NCC2=CC(=CC=C2)C(F)(F)F)C=CN1)NC(C1=CC(=CC=C1)CCCOCCOCCOCCOCCC(N1CCNCC1)=O)=O)CC (2-(5-(diethylamino)-2-(3-(16-oxo-16-(piperazin-1-yl)-4,7,10,13-tetraoxahexadecyl)benzamido)phenyl)-N-(3-(trifluoromethyl)benzyl)isonicotinamide), CC1=CC=C(C=C1)S(=O)(=O)Cl (4-methylbenzene-1-sulfonyl chloride), S(=O)(=O)(Cl)Cl (sulfonyl chloride). Yields the product C(C)N(C=1C=CC(=C(C1)C=1C=C(C(=O)NCC2=CC(=CC=C2)C(F)(F)F)C=CN1)NC(C1=CC(=CC=C1)CCCOCCOCCOCCOCCC(N1CCN(CC1)S(=O)(=O)C1=CC=C(C)C=C1)=O)=O)CC (2-(5-(diethylamino)-2-(3-(16-oxo-16-(4-tosylpiperazin-1-yl)-4,7,10,13-tetraoxahexadecyl)benzamido)phenyl)-N-(3-(trifluoromethyl)benzyl)isonicotinamide). RXN SMILES: [CH2:1]([N:3]([CH2:62][CH3:63])[C:4]1[CH:5]=[CH:6][C:7]([NH:30][C:31](=[O:61])[C:32]2[CH:37]=[CH:36][CH:35]=[C:34]([CH2:38][CH2:39][CH2:40][O:41][CH2:42][CH2:43][O:44][CH2:45][CH2:46][O:47][CH2:48][CH2:49][O:50][CH2:51][CH2:52][C:53](=[O:60])[N:54]3[CH2:59][CH2:58][NH:57][CH2:56][CH2:55]3)[CH:33]=2)=[C:8]([C:10]2[CH:11]=[C:12]([CH:27]=[CH:28][N:29]=2)[C:13]([NH:15][CH2:16][C:17]2[CH:22]=[CH:21][CH:20]=[C:19]([C:23]([F:26])([F:25])[F:24])[CH:18]=2)=[O:14])[CH:9]=1)[CH3:2].[CH3:64][C:65]1[CH:70]=[CH:69][C:68]([S:71](Cl)(=[O:73])=[O:72])=[CH:67][CH:66]=1.S(Cl)(Cl)(=O)=O>>[CH2:62]([N:3]([CH2:1][CH3:2])[C:4]1[CH:5]=[CH:6][C:7]([NH:30][C:31](=[O:61])[C:32]2[CH:37]=[CH:36][CH:35]=[C:34]([CH2:38][CH2:39][CH2:40][O:41][CH2:42][CH2:43][O:44][CH2:45][CH2:46][O:47][CH2:48][CH2:49][O:50][CH2:51][CH2:52][C:53](=[O:60])[N:54]3[CH2:59][CH2:58][N:57]([S:71]([C:68]4[CH:69]=[CH:70][C:65]([CH3:64])=[CH:66][CH:67]=4)(=[O:73])=[O:72])[CH2:56][CH2:55]3)[CH:33]=2)=[C:8]([C:10]2[CH:11]=[C:12]([CH:27]=[CH:28][N:29]=2)[C:13]([NH:15][CH2:16][C:17]2[CH:22]=[CH:21][CH:20]=[C:19]([C:23]([F:26])([F:24])[F:25])[CH:18]=2)=[O:14])[CH:9]=1)[CH3:63]. Reported procedure: This compound was prepared from 262b according to the procedure described in Example 290 using 4-methylbenzene-1-sulfonyl chloride as the sulfonyl chloride. MS (ES, m/z) 1031.4 [M+H]+. The reactants are C(C)(C)C1=C(N)C=CC=C1 (2-isopropylaniline), N1=CC=CC=C1 (pyridine), ClC(=O)OC1=CC=CC=C1 (phenyl chloroformate). The solvent is C1CCOC1 (THF). Reaction conditions: time 4.5 hour. Yields the product C(C)(C)C1=C(C=CC=C1)NC(OC1=CC=CC=C1)=O (phenyl (2-isopropylphenyl)carbamate). The yield is 33.9%. Reaction SMILES: [CH:1]([C:4]1[CH:10]=[CH:9][CH:8]=[CH:7][C:5]=1[NH2:6])([CH3:3])[CH3:2].N1C=CC=CC=1.Cl[C:18]([O:20][C:21]1[CH:26]=[CH:25][CH:24]=[CH:23][CH:22]=1)=[O:19]>C1COCC1>[CH:1]([C:4]1[CH:10]=[CH:9][CH:8]=[CH:7][C:5]=1[NH:6][C:18](=[O:19])[O:20][C:21]1[CH:26]=[CH:25][CH:24]=[CH:23][CH:22]=1)([CH3:3])[CH3:2]. Reported procedure: To a stirred solution of 2-isopropylaniline (200 mg, 1.5 mmol) in THF (9 mL) was added pyridine (0.24 mL, 3.0 mmol), then phenyl chloroformate (0.28 mL, 2.2 mmol) at rt. Some solid precipitated out. The mixture was stirred at rt for 4.5 h. Water was added to the reaction and it was extracted with EtOAc. The organic solution was washed with water (5 mL) and dried over MgSO4 and then filtered. The filtrate was concentrated in vacuo and crystallized from EtOAc-hexanes (1:9 v/v) to afford the title ... Reactants: C1COCCN1, C1=CNC2=NC=C(C=C21)Br. The reagents and catalysts are CC(C)(C)[O-].[Na+], CC(C)OC1=C(C(=CC=C1)OC(C)C)C2=CC=CC=C2P(C3CCCCC3)C4CCCCC4, CC(=O)O.CC(=O)O.[Pd]. Run in C1COCCO1. Reaction conditions: temperature 90 celsius. Product: C1COCCN1C2=CN=C3C(=C2)C=CN3. Yield: 83.6%. Reported procedure: To a mixture of 5-bromo-1H-pyrrolo[2,3-b]pyridine (9.9 g, 50.25 mmol), morpholine (7.96 mL, 100.49 mmol), sodium 2-methylpropan-2-olate (19.32 g, 200.98 mmol),dicyclohexyl(2',6'-diisopropoxy-[1,1'-biphenyl]-2-yl)phosphine (1.172 g, 2.51 mmol) in degassed dioxane (200 mL) was added diacetoxypalladium (1.128 g, 5.02 mmol) and the reaction mixture was heated under nitrogen at 90 °C for 17 hours, then evaporated and partitioned between DCM (150 ml) and saturated aqueous sodium bicarbonate solution (... As a reaction SMILES: [CH3:1][O:2][C:3]1[CH:4]=[C:5]2[C:10](=[CH:11][C:12]=1[O:13][CH3:14])[N:9]=[CH:8][N:7]=[C:6]2[O:15][C:16]1[CH:22]=[CH:21][C:19]([NH2:20])=[C:18]([N+:23]([O-:25])=[O:24])[CH:17]=1.ClC(Cl)(O[C:30](=[O:36])OC(Cl)(Cl)Cl)Cl.[CH2:38]([NH2:41])[CH2:39][CH3:40].CO>C(Cl)(Cl)Cl.C(N(CC)CC)C>[CH3:1][O:2][C:3]1[CH:4]=[C:5]2[C:10](=[CH:11][C:12]=1[O:13][CH3:14])[N:9]=[CH:8][N:7]=[C:6]2[O:15][C:16]1[CH:22]=[CH:21][C:19]([NH:20][C:30]([NH:41][CH2:38][CH2:39][CH3:40])=[O:36])=[C:18]([N+:23]([O-:25])=[O:24])[CH:17]=1. Reaction conditions: time 30 minute. Solvent: C(C)N(CC)CC (triethylamine), C(Cl)(Cl)Cl (chloroform), C(Cl)(Cl)Cl (chloroform). Yields the product COC=1C=C2C(=NC=NC2=CC1OC)OC1=CC(=C(C=C1)NC(=O)NCCC)[N+](=O)[O-] (N-{4-[(6,7-Dimethoxy-4-quinazolinyl)oxy]-2-nitrophenyl}-N′-propylurea). Starting materials: ClC(Cl)(OC(OC(Cl)(Cl)Cl)=O)Cl (triphosgene), CO (Methanol), COC=1C=C2C(=NC=NC2=CC1OC)OC1=CC(=C(N)C=C1)[N+](=O)[O-] (4-[(6,7-Dimethoxy-4-quinazolinyl)oxy]-2-nitroaniline), C(CC)N (propylamine). Reported procedure: 4-[(6,7-Dimethoxy-4-quinazolinyl)oxy]-2-nitroaniline (50 mg) was dissolved in chloroform (10 ml) and triethylamine (0.2 ml), and a solution of triphosgene (43 mg) in chloroform was then added to the solution. The mixture was stirred at room temperature for 30 min. Next, propylamine (18 μl) was added to the reaction solution, and the mixture was further stirred at room temperature overnight. Methanol was added to the reaction solution, and the mixture was purified by HPLC by development with chlo... Yield: 38.0%.